describe an organic reaction: reactants, conditions, products, and yield From a dataset of the Open Reaction Database (ORD), a public repository of structured organic reaction records. Reactants: FC1=NC=C(C(=O)O)C(=C1)C (6-fluoro-4-methylnicotinic acid), BrC=1C=C(C(=NC1)N1CCNCC1)C (1-(5-bromo-3-methylpyridin-2-yl)piperazine). The product is BrC=1C=C(C(=NC1)N1CCN(CC1)C(=O)C=1C=NC(=CC1C)F)C ([4-(5-bromo-3-methylpyridin-2-yl)piperazin-1-yl](6-fluoro-4-methylpyridin-3-yl)methanone). Yield: 43.4%. Reaction SMILES: [F:1][C:2]1[CH:10]=[C:9]([CH3:11])[C:5]([C:6]([OH:8])=O)=[CH:4][N:3]=1.[Br:12][C:13]1[CH:14]=[C:15]([CH3:25])[C:16]([N:19]2[CH2:24][CH2:23][NH:22][CH2:21][CH2:20]2)=[N:17][CH:18]=1>>[Br:12][C:13]1[CH:14]=[C:15]([CH3:25])[C:16]([N:19]2[CH2:20][CH2:21][N:22]([C:6]([C:5]3[CH:4]=[N:3][C:2]([F:1])=[CH:10][C:9]=3[CH3:11])=[O:8])[CH2:23][CH2:24]2)=[N:17][CH:18]=1. Procedure: By reaction and treatment in the same manner as in Preparation Example 69 and using 6-fluoro-4-methylnicotinic acid (931 mg) and 1-(5-bromo-3-methylpyridin-2-yl)piperazine (1.5 g), the title compound (1 g) was obtained.